Dataset: the Open Reaction Database (ORD), a public repository of structured organic reaction records. Task: describe an organic reaction: reactants, conditions, products, and yield The reactants are Cn1c(CC2CCCCC2)ncc(-c2ccc(OCc3ccccc3)c(F)c2)c1=O, O=C(O)C(F)(F)F. The product is Cn1c(CC2CCCCC2)ncc(-c2ccc(O)c(F)c2)c1=O. RXN SMILES: [CH2:1]([c:2]1[cH:3][cH:4][cH:5][cH:6][cH:7]1)[O:8][c:9]1[c:10]([F:30])[cH:11][c:12](-[c:15]2[c:16](=[O:29])[n:17]([CH3:28])[c:18]([CH2:21][CH:22]3[CH2:23][CH2:24][CH2:25][CH2:26][CH2:27]3)[n:19][cH:20]2)[cH:13][cH:14]1.[F:31][C:32]([F:33])([F:34])[C:35]([OH:36])=[O:37]>>[OH:8][c:9]1[c:10]([F:30])[cH:11][c:12](-[c:15]2[c:16](=[O:29])[n:17]([CH3:28])[c:18]([CH2:21][CH:22]3[CH2:23][CH2:24][CH2:25][CH2:26][CH2:27]3)[n:19][cH:20]2)[cH:13][cH:14]1.